Task: describe an organic reaction: reactants, conditions, products, and yield. Dataset: the Open Reaction Database (ORD), a public repository of structured organic reaction records The reactants are N([C@H](CC1=CC=CC=C1)C(=O)O)C(=O)OC(C)(C)C (BocDPheOH), N[C@@H](CCC(C)C)C(=O)N[C@@H](CCSC)C(=O)N.Cl (HLeu-MetNH2 hydrochloride), anhydride, ClC(=O)OCC(C)C (isobutyl chloroformate). Product: N([C@H](CC1=CC=CC=C1)C(=O)N[C@@H](CC(C)C)C(=O)N[C@@H](CCSC)C(=O)N)C(=O)OC(C)(C)C (BocDPhe-Leu-MetNH2). Isolated yield 57.0%. RXN SMILES: [NH:1]([C:13]([O:15][C:16]([CH3:19])([CH3:18])[CH3:17])=[O:14])[C@@H:2]([C:10]([OH:12])=O)[CH2:3][C:4]1[CH:9]=[CH:8][CH:7]=[CH:6][CH:5]=1.[NH2:20][C@H:21]([C:27]([NH:29][C@H:30]([C:35]([NH2:37])=[O:36])[CH2:31][CH2:32][S:33][CH3:34])=[O:28])[CH2:22][CH2:23][CH:24](C)C.Cl.Cl[C:40](OCC(C)C)=O>>[NH:1]([C:13]([O:15][C:16]([CH3:19])([CH3:18])[CH3:17])=[O:14])[C@@H:2]([C:10]([NH:20][C@H:21]([C:27]([NH:29][C@H:30]([C:35]([NH2:37])=[O:36])[CH2:31][CH2:32][S:33][CH3:34])=[O:28])[CH2:22][CH:23]([CH3:24])[CH3:40])=[O:12])[CH2:3][C:4]1[CH:5]=[CH:6][CH:7]=[CH:8][CH:9]=1 |f:1.2|. Procedure: Condensation of BocDPheOH (2.65 g.) and HLeu-MetNH2 hydrochloride salt (Example 1, 2.98 g.) by the mixed anhydride method using isobutyl chloroformate gave BocDPhe-Leu-MetNH2 in 57% yield. De-t-butoxycarbonylation of BocDPhe-Leu-MetNH2 (2.7 g.) using hydrogen chloride in ethyl acetate gave HDPhe-Leu-MetNH2 hydrochloride salt in 82% yield. Reactants: NC1=C(C=CC=C1[N+](=O)[O-])O (2-amino-3-nitrophenol), FC1=C(C(=O)Cl)C=CC=C1 (2-fluorobenzoyl chloride). Run in N1=CC=CC=C1 (pyridine). Product: FC1=C(C(=O)NC2=C(C=CC=C2[N+](=O)[O-])O)C=CC=C1 (2-fluoro-N-(2-hydroxy-6-nitrophenyl)benzamide). The yield is 85.1%. Reaction SMILES: [NH2:1][C:2]1[C:7]([N+:8]([O-:10])=[O:9])=[CH:6][CH:5]=[CH:4][C:3]=1[OH:11].[F:12][C:13]1[CH:21]=[CH:20][CH:19]=[CH:18][C:14]=1[C:15](Cl)=[O:16]>N1C=CC=CC=1>[F:12][C:13]1[CH:21]=[CH:20][CH:19]=[CH:18][C:14]=1[C:15]([NH:1][C:2]1[C:7]([N+:8]([O-:10])=[O:9])=[CH:6][CH:5]=[CH:4][C:3]=1[OH:11])=[O:16]. Procedure: 1.57 g (10 mmol) of 2-amino-3-nitrophenol was dissolved in 20 ml of pyridine and 3.36 g (21 mmol) of 2-fluorobenzoyl chloride was added thereto under stirring. After heating under reflux for 4 hours, the mixture was concentrated. Then dilute hydrochloric acid and ethyl acetate were added thereto. The organic layer was separated and washed with water. After concentrating, 20 ml of tetrahydrofuran and 20 ml of 1N sodium hydroxide were added and the mixture was heated under reflux for 4 hours. Afte...